This data is from the Open Reaction Database (ORD), a public repository of structured organic reaction records. The task is: describe an organic reaction: reactants, conditions, products, and yield The reactants are Cc1ccc([N+](=O)[O-])c(Nc2ccc(CCO)cc2)n1, CO. Product: Cc1ccc(N)c(Nc2ccc(CCO)cc2)n1. Reaction SMILES: [CH3:1][c:2]1[cH:3][cH:4][c:5]([N+:18]([O-:19])=[O:20])[c:6]([NH:8][c:9]2[cH:10][cH:11][c:12]([CH2:15][CH2:16][OH:17])[cH:13][cH:14]2)[n:7]1.[CH3:21][OH:22]>>[CH3:1][c:2]1[cH:3][cH:4][c:5]([NH2:18])[c:6]([NH:8][c:9]2[cH:10][cH:11][c:12]([CH2:15][CH2:16][OH:17])[cH:13][cH:14]2)[n:7]1. Starting materials: CC(C)CC(CO)C(=O)N1C(=O)OCC1Cc1ccccc1, C1CCOC1, ClC(Cl)Cl, [K+], [Li+], [Na+], [Na+], [OH-], [OH-], O, O, OO, O=S([O-])[O-]. The product is CC(C)CC(CO)C(=O)O. Reaction SMILES: [CH2:1]([CH:2]1[CH2:3][O:4][C:5](=[O:6])[N:7]1[C:14]([CH:15]([CH2:16][CH:17]([CH3:18])[CH3:19])[CH2:20][OH:21])=[O:22])[c:8]1[cH:9][cH:10][cH:11][cH:12][cH:13]1.[CH2:23]1[CH2:26][CH2:25][CH2:24][O:27]1.[CH:42]([Cl:43])([Cl:44])[Cl:45].[K+:34].[Li+:32].[Na+:39].[Na+:40].[OH-:31].[OH-:33].[OH2:30].[OH2:41].[OH:28][OH:29].[S:35]([O-:36])([O-:37])=[O:38]>>[C:14]([CH:15]([CH2:16][CH:17]([CH3:18])[CH3:19])[CH2:20][OH:21])([OH:22])=[O:27]. Starting materials: C(C)(=O)OCC=1CS[C@H]2N(C1C(=O)OC(C1=CC=CC=C1)C1=CC=CC=C1)C(C2=NO)=O (diphenylmethyl 3-acetoxymethyl-7-hydroxyimino-3-cephem-4-carboxylate), [N+](=[N-])=C (diazomethane). Solvent: CCOCC (ether). The product is C(C)(=O)OCC=1CS[C@H]2N(C1C(=O)OC(C1=CC=CC=C1)C1=CC=CC=C1)C(C2=NOC)=O (diphenylmethyl 3-acetoxymethyl-7-methoxyimino-3-cephem-4-carboxylate). Isolated yield 20.9%. As a reaction SMILES: [C:1]([O:4][CH2:5][C:6]1[CH2:7][S:8][C@@H:9]2[C:29](=[N:30][OH:31])[C:28](=[O:32])[N:10]2[C:11]=1[C:12]([O:14][CH:15]([C:22]1[CH:27]=[CH:26][CH:25]=[CH:24][CH:23]=1)[C:16]1[CH:21]=[CH:20][CH:19]=[CH:18][CH:17]=1)=[O:13])(=[O:3])[CH3:2].[N+](=[CH2:35])=[N-]>CCOCC>[C:1]([O:4][CH2:5][C:6]1[CH2:7][S:8][C@@H:9]2[C:29](=[N:30][O:31][CH3:35])[C:28](=[O:32])[N:10]2[C:11]=1[C:12]([O:14][CH:15]([C:16]1[CH:21]=[CH:20][CH:19]=[CH:18][CH:17]=1)[C:22]1[CH:27]=[CH:26][CH:25]=[CH:24][CH:23]=1)=[O:13])(=[O:3])[CH3:2]. Procedure details: In ether (6 ml) is dissolved diphenylmethyl 3-acetoxymethyl-7-hydroxyimino-3-cephem-4-carboxylate (349 mg), and under ice-cooling, an ethereal solution of diazomethane (1 ml, 0.77 mmol) is added. While the temperature raised gradually to room temperature, the mixture is stirred for an hour. The reaction mixture is then concentrated under reduced pressure and the residue is purified by thin-layer chromatography (developer: ethyl acetate-hexane=1:1) to give diphenylmethyl 3-acetoxymethyl-7-methoxy...